From a dataset of the Open Reaction Database (ORD), a public repository of structured organic reaction records. describe an organic reaction: reactants, conditions, products, and yield The reactants are FC1=CC=C(C=C1)N1[C@@H]([C@H](C1=O)SCC(=O)C1=CC=C(C=C1)F)C1=CC=C(OCC(=O)NCC(=O)N[C@@H](CC(N)=O)C(=O)O)C=C1 (N-{[4-((2R,3R)-1-(4-fluorophenyl)-3-{[2-(4-fluorophenyl)-2-oxoethyl]thio}-4-oxoazetidin-2-yl)phenoxy]acetyl}glycyl-L-asparagine), [BH4-].[Na+] (NaBH4). The reagents and catalysts are C(C)(=O)O (acetic acid). The solvent is CO (methanol). The product is FC1=CC=C(C=C1)N1[C@@H]([C@H](C1=O)SCC(O)C1=CC=C(C=C1)F)C1=CC=C(OCC(=O)NCC(=O)N[C@@H](CC(N)=O)C(=O)O)C=C1 (N-{[4-((2R,3R)-1-(4-fluorophenyl)-3-{[2-(4-fluorophenyl)-2-hydroxyethyl]thio)-4-oxoazetidin-2-yl)phenoxy]acetyl}glycyl-L-asparagine). Isolated yield 78.6%. As a reaction SMILES: [F:1][C:2]1[CH:7]=[CH:6][C:5]([N:8]2[C:11](=[O:12])[C@H:10]([S:13][CH2:14][C:15]([C:17]3[CH:22]=[CH:21][C:20]([F:23])=[CH:19][CH:18]=3)=[O:16])[C@H:9]2[C:24]2[CH:46]=[CH:45][C:27]([O:28][CH2:29][C:30]([NH:32][CH2:33][C:34]([NH:36][C@H:37]([C:42]([OH:44])=[O:43])[CH2:38][C:39](=[O:41])[NH2:40])=[O:35])=[O:31])=[CH:26][CH:25]=2)=[CH:4][CH:3]=1.[BH4-].[Na+]>CO.C(O)(=O)C>[F:1][C:2]1[CH:3]=[CH:4][C:5]([N:8]2[C:11](=[O:12])[C@H:10]([S:13][CH2:14][CH:15]([C:17]3[CH:22]=[CH:21][C:20]([F:23])=[CH:19][CH:18]=3)[OH:16])[C@H:9]2[C:24]2[CH:46]=[CH:45][C:27]([O:28][CH2:29][C:30]([NH:32][CH2:33][C:34]([NH:36][C@H:37]([C:42]([OH:44])=[O:43])[CH2:38][C:39](=[O:41])[NH2:40])=[O:35])=[O:31])=[CH:26][CH:25]=2)=[CH:6][CH:7]=1 |f:1.2|. Procedure details: N-{[4-((2R,3R)-1-(4-fluorophenyl)-3-{[2-(4-fluorophenyl)-2-oxoethyl]thio}-4-oxoazetidin-2-yl)phenoxy]acetyl}glycyl-L-asparagine (0.020 g, 0.031 mmol) was dissolved in methanol (2 ml). NaBH4 (0.004 g, 0.106 mmol) was added and when the reaction was complete according to LC-MS a few drops of acetic acid were added. The solvent was removed under reduced pressure and the residue was purified by preparative HPLC on a Kromasil C8-column using 35% MeCN in 0.1M ammonium acetate buffer as eluent. After f... Reactants: C(#N)C(C(=O)OCC)=CNC1=NC=CC(=C1)C (ethyl 2-cyano-3-(4-methyl-2-pyridylamino)acrylate), N1N=NN=C1C1=CN=C2N(C1=O)C=CC=C2 (3-(1H-tetrazol-5-yl)-4H-pyrido[1,2-a]-pyrimidin-4-one). The product is CC1=CC=2N(C(C(=CN2)C2=NN=NN2)=O)C=C1 (8-Methyl-3-(1H-tetrazol-5-yl)-4H-pyrido[1,2-a]pyrimidin-4-one). Yield: 16.0%. As a reaction SMILES: [C:1]([C:3](=[CH:9][NH:10][C:11]1[CH:16]=[C:15]([CH3:17])[CH:14]=[CH:13][N:12]=1)[C:4](OCC)=[O:5])#[N:2].[NH:18]1C(C2C(=O)N3C=CC=CC3=NC=2)=N[N:20]=[N:19]1>>[CH3:17][C:15]1[CH:14]=[CH:13][N:12]2[C:4](=[O:5])[C:3]([C:1]3[NH:2][N:20]=[N:19][N:18]=3)=[CH:9][N:10]=[C:11]2[CH:16]=1. Procedure details: The title compound (16% yield, m.p. 307° with decomposition) was prepared from ethyl 2-cyano-3-(4-methyl-2-pyridylamino)acrylate in a manner similar to that described for the preparation of 3-(1H-tetrazol-5-yl)-4H-pyrido[1,2-a]-pyrimidin-4-one in Example 2.